From a dataset of the Open Reaction Database (ORD), a public repository of structured organic reaction records. describe an organic reaction: reactants, conditions, products, and yield Procedure: 450 mg (0.9 mmol) of methyl 4-[3-(1-adamantyl)-4-[(2,2-dimethyl-1,3-dioxolan-4-yl)methoxy]phenyl-ethynyl]benzoate were placed in suspension in 10 ml of a formic acid solution (40%) and heated at 100° C. for three days. The reaction mixture was poured into water and extracted with ethyl acetate and the organic phase was separated by settling, dried over magnesium sulphate and evaporated. The residue obtained was purified by chromatography on a silica column eluted with dichloromethane. 220 mg (53... The solvent is C(=O)O (formic acid). Reactants: C12(CC3CC(CC(C1)C3)C2)C=2C=C(C=CC2OCC2OC(OC2)(C)C)C#CC2=CC=C(C(=O)OC)C=C2 (methyl 4-[3-(1-adamantyl)-4-[(2,2-dimethyl-1,3-dioxolan-4-yl)methoxy]phenyl-ethynyl]benzoate), O (water). Conditions: temperature 100 celsius. Yields the product C12(CC3CC(CC(C1)C3)C2)C=2C=C(C=CC2OCC(CO)O)C#CC2=CC=C(C(=O)OC)C=C2 (methyl 4-[3-(1-adamantyl)-4-(2,3-dihydroxypropyloxy)phenylethynyl]benzoate). RXN SMILES: [C:1]12([C:11]3[CH:12]=[C:13]([C:26]#[C:27][C:28]4[CH:37]=[CH:36][C:31]([C:32]([O:34][CH3:35])=[O:33])=[CH:30][CH:29]=4)[CH:14]=[CH:15][C:16]=3[O:17][CH2:18][CH:19]3[CH2:23][O:22]C(C)(C)[O:20]3)[CH2:10][CH:5]3[CH2:6][CH:7]([CH2:9][CH:3]([CH2:4]3)[CH2:2]1)[CH2:8]2.O>C(O)=O>[C:1]12([C:11]3[CH:12]=[C:13]([C:26]#[C:27][C:28]4[CH:29]=[CH:30][C:31]([C:32]([O:34][CH3:35])=[O:33])=[CH:36][CH:37]=4)[CH:14]=[CH:15][C:16]=3[O:17][CH2:18][CH:19]([OH:20])[CH2:23][OH:22])[CH2:10][CH:5]3[CH2:4][CH:3]([CH2:9][CH:7]([CH2:6]3)[CH2:8]1)[CH2:2]2. The reactants are CSc1ncc2ccc(-c3ccc(C)cc3NS(C)(=O)=O)n2n1, CN(C)C=O, O=C(OO)c1cccc(Cl)c1. The product is Cc1ccc(-c2ccc3cnc(S(C)=O)nn23)c(NS(C)(=O)=O)c1. As a reaction SMILES: [CH3:1][c:2]1[cH:3][cH:4][c:5](-[c:13]2[cH:14][cH:15][c:16]3[cH:17][n:18][c:19]([S:22][CH3:23])[n:20][n:21]23)[c:6]([NH:8][S:9](=[O:10])(=[O:11])[CH3:12])[cH:7]1.[CH3:35][N:36]([CH3:37])[CH:38]=[O:39].[OH:24][O:25][C:26]([c:27]1[cH:28][c:29]([Cl:30])[cH:31][cH:32][cH:33]1)=[O:34]>>[CH3:1][c:2]1[cH:3][cH:4][c:5](-[c:13]2[cH:14][cH:15][c:16]3[cH:17][n:18][c:19]([S:22]([CH3:23])=[O:24])[n:20][n:21]23)[c:6]([NH:8][S:9](=[O:10])(=[O:11])[CH3:12])[cH:7]1.